This data is from the Open Reaction Database (ORD), a public repository of structured organic reaction records. The task is: describe an organic reaction: reactants, conditions, products, and yield Reactants: C(C1=CC=CC=C1)OC(=O)C1=CC2=CC=C(C=C2C=C1)CO (6-Hydroxymethyl-2-naphthalenecarboxylic acid benzyl ester). Reagents/catalysts: O=[Mn]=O (MnO2). The solvent is C(Cl)Cl (CH2Cl2). Run at time 2 hour. The product is C(C1=CC=CC=C1)OC(=O)C1=CC2=CC=C(C=C2C=C1)C=O (6-Formyl-2-naphthalenecarboxylic acid benzyl ester). Yield: 103.3%. Reaction SMILES: [CH2:1]([O:8][C:9]([C:11]1[CH:20]=[CH:19][C:18]2[C:13](=[CH:14][CH:15]=[C:16]([CH2:21][OH:22])[CH:17]=2)[CH:12]=1)=[O:10])[C:2]1[CH:7]=[CH:6][CH:5]=[CH:4][CH:3]=1>C(Cl)Cl.O=[Mn]=O>[CH2:1]([O:8][C:9]([C:11]1[CH:20]=[CH:19][C:18]2[C:13](=[CH:14][CH:15]=[C:16]([CH:21]=[O:22])[CH:17]=2)[CH:12]=1)=[O:10])[C:2]1[CH:3]=[CH:4][CH:5]=[CH:6][CH:7]=1. Reported procedure: Dissolved 1.2 g (4 mmol) of 6-Hydroxymethyl-2-naphthalenecarboxylic acid benzyl ester in 100 ml of CH2Cl2, slowly added 5.2 g of MnO2 (60 mmol) and stirred at room temperature for 2 hours, then filtered through Ceilite. The Celite was washed with CH2Cl2 and combined organics taken to dryness. The oily residue was solidified with EtOAc/Hexanes (1:1) and collected by vacuum filtration, washed with small amount of methanol, dried to get 1.2 g of 6-Formyl-2-naphthalenecarboxylic acid benzyl ester. 1...